From a dataset of the Open Reaction Database (ORD), a public repository of structured organic reaction records. describe an organic reaction: reactants, conditions, products, and yield Yield: 70.4%. Reported procedure: A mixture of 2.00 g (7.5 moles) of 2-[3-(3-pyridinyl) propyl]-1H-isoindole-1,3 (2H) -dione, 8 mL of 2-propanol, and 1.71 g (10 mmoles) of benzyl bromide was heated under reflux for 1 hour. The solution was cooled to 0°, and the precipitated product was collected by suction filtration, washed with cold ethyl ether, and dried to afford 3.08 g of 3-[3-(2,3-dihydro-1,3-dioxo-1H-isoindol-2-yl)propyl]-1-(phenylmethyl)pyridinium bromide. The reactants are N1=CC(=CC=C1)CCCN1C(C2=CC=CC=C2C1=O)=O (2-[3-(3-pyridinyl) propyl]-1H-isoindole-1,3 (2H) -dione), C(C1=CC=CC=C1)Br (benzyl bromide). The product is [Br-].O=C1N(C(C2=CC=CC=C12)=O)CCCC=1C=[N+](C=CC1)CC1=CC=CC=C1 (3-[3-(2,3-dihydro-1,3-dioxo-1H-isoindol-2-yl)propyl]-1-(phenylmethyl)pyridinium bromide). Run in CC(C)O (2-propanol). As a reaction SMILES: [N:1]1[CH:6]=[CH:5][CH:4]=[C:3]([CH2:7][CH2:8][CH2:9][N:10]2[C:18](=[O:19])[C:17]3[C:12](=[CH:13][CH:14]=[CH:15][CH:16]=3)[C:11]2=[O:20])[CH:2]=1.[CH2:21]([Br:28])[C:22]1[CH:27]=[CH:26][CH:25]=[CH:24][CH:23]=1>CC(O)C>[Br-:28].[O:20]=[C:11]1[C:12]2[C:17](=[CH:16][CH:15]=[CH:14][CH:13]=2)[C:18](=[O:19])[N:10]1[CH2:9][CH2:8][CH2:7][C:3]1[CH:2]=[N+:1]([CH2:21][C:22]2[CH:27]=[CH:26][CH:25]=[CH:24][CH:23]=2)[CH:6]=[CH:5][CH:4]=1 |f:3.4|. Reactants: CC1=C(N)C=CC(=C1)F (2-methyl-4-fluoroaniline), CC=1C(=NC(=NC1C)Cl)N1[C@@H](C2=CC=CC=C2CC1)C ((R)-5,6-dimethyl-4-(1-methyl-1,2,3,4-tetrahydroisoquinolin-2-yl)-2-chloropyrimidine). The solvent is CN(C=O)C (dimethylformamide). Yields the product Cl.CC=1C(=NC(=NC1C)NC1=C(C=C(C=C1)F)C)N1[C@@H](C2=CC=CC=C2CC1)C ((R)-5,6-Dimethyl-2-(2-methyl-4-fluorophenylamino)-4-(1-methyl-1,2,3,4-tetrahydroisoquinolin-2-yl)pyrimidine hydrochloride). Yield: 55.5%. RXN SMILES: [CH3:1][C:2]1[CH:8]=[C:7]([F:9])[CH:6]=[CH:5][C:3]=1[NH2:4].[CH3:10][C:11]1[C:12]([N:19]2[CH2:28][CH2:27][C:26]3[C:21](=[CH:22][CH:23]=[CH:24][CH:25]=3)[C@H:20]2[CH3:29])=[N:13][C:14]([Cl:18])=[N:15][C:16]=1[CH3:17]>CN(C)C=O>[ClH:18].[CH3:10][C:11]1[C:12]([N:19]2[CH2:28][CH2:27][C:26]3[C:21](=[CH:22][CH:23]=[CH:24][CH:25]=3)[C@H:20]2[CH3:29])=[N:13][C:14]([NH:4][C:3]2[CH:5]=[CH:6][C:7]([F:9])=[CH:8][C:2]=2[CH3:1])=[N:15][C:16]=1[CH3:17] |f:3.4|. Procedure details: After 2-methyl-4-fluoroaniline(1.1 ml, 9.9 mmol) was added to a mixture solution of (R)-5,6-dimethyl-4-(1-methyl-1,2,3,4-tetrahydroisoquinolin-2-yl)-2-chloropyrimidine(1.4 g, 4.8 mmol) obtained in the above Step 1 and dimethylformamide(10 ml), 1.10 g of the titled compound was obtained in accordance with the same procedure as in Step 2 of Example 1. The reactants are O=C1CCC(=O)N1Br, ClC(Cl)(Cl)Cl, COC(=O)Cc1ccc2c(c1)OCO2. Product: COC(=O)C(Br)c1ccc2c(c1)OCO2. RXN SMILES: [Br:1][N:2]1[C:3](=[O:4])[CH2:5][CH2:6][C:7]1=[O:8].[C:23]([Cl:24])([Cl:25])([Cl:26])[Cl:27].[CH2:9]1[O:10][c:11]2[cH:12][c:13]([CH2:18][C:19](=[O:20])[O:21][CH3:22])[cH:14][cH:15][c:16]2[O:17]1>>[Br:1][CH:18]([c:13]1[cH:12][c:11]2[c:16]([cH:15][cH:14]1)[O:17][CH2:9][O:10]2)[C:19](=[O:20])[O:21][CH3:22].